This data is from the Open Reaction Database (ORD), a public repository of structured organic reaction records. The task is: describe an organic reaction: reactants, conditions, products, and yield The reactants are C(C)(C)(C)OC(CN1C(=CC2=CC=CC=C12)/C=C/C(=O)OCC)=O ((E)-ethyl 3-(1-(2-(tert-butoxy)-2-oxoethyl)-1H-indol-2-yl)acrylate), ( 4 ), CC(OCC)=O (EA), CC(C)(C)[O-].[K+] (KOtBu). The reagents and catalysts are [Pd] (Pd—C), O=[Pt]=O (PtO2). The solvent is C1CCOC1 (THF). The product is O=C1CCC=2N(C3=CC=CC=C3C2)C1C(=O)OC(C)(C)C (tert-butyl 7-oxo-6,7,8,9-tetrahydropyrido[1,2-a]indole-6-carboxylate), ( 5 ). Reaction SMILES: [C:1]([O:5][C:6](=[O:24])[CH2:7][N:8]1[C:16]2[C:11](=[CH:12][CH:13]=[CH:14][CH:15]=2)[CH:10]=[C:9]1/[CH:17]=[CH:18]/[C:19](OCC)=[O:20])([CH3:4])([CH3:3])[CH3:2].CC(=O)OCC.CC([O-])(C)C.[K+]>[Pd].O=[Pt]=O.C1COCC1>[O:20]=[C:19]1[CH:7]([C:6]([O:5][C:1]([CH3:4])([CH3:3])[CH3:2])=[O:24])[N:8]2[C:16]3[C:11]([CH:10]=[C:9]2[CH2:17][CH2:18]1)=[CH:12][CH:13]=[CH:14][CH:15]=3 |f:2.3|. Reported procedure: Hydrogenation of the obtained (E)-ethyl 3-(1-(2-(tert-butoxy)-2-oxoethyl)-1H-indol-2-yl)acrylate derivatives (4) over a catalyst such as Pd—C 10% or PtO2 in an aprotic solvent such as EA followed by reaction with KOtBu in an aprotic solvent such as THF gives the corresponding tert-butyl 7-oxo-6,7,8,9-tetrahydropyrido[1,2-a]indole-6-carboxylate derivatives (5). Decarboxylation by reaction with silica gel in an aprotic solvent such as toluene and subsequent reductive aminations with, first, benzyl... The reactants are C(CCC)N1N=C(C=C1C)C(=O)OCC (ethyl 1-butyl-5-methyl-1H-pyrazole-3-carboxylate), [OH-].[NH4+] (ammonium hydroxide). Solvent: CO (methanol). Product: C(CCC)N1N=C(C=C1C)C(=O)N (1-butyl-5-methyl-1H-pyrazole-3-carboxamide). RXN SMILES: [CH2:1]([N:5]1[C:9]([CH3:10])=[CH:8][C:7]([C:11]([O:13]CC)=O)=[N:6]1)[CH2:2][CH2:3][CH3:4].[OH-].[NH4+:17]>CO>[CH2:1]([N:5]1[C:9]([CH3:10])=[CH:8][C:7]([C:11]([NH2:17])=[O:13])=[N:6]1)[CH2:2][CH2:3][CH3:4] |f:1.2|. Procedure details: A solution of ethyl 1-butyl-5-methyl-1H-pyrazole-3-carboxylate (18.1 g, 86.1 mmol) in methanol (25 mL) was treated with ammonium hydroxide (25 mL) according to a modification of the method described in Part D of Examples 1-4. At the end of the reaction, the methanol was removed under reduced pressure, and the remaining solution was cooled in a refrigerator. A precipitate formed, was isolated by filtration, and was washed with water. The solid (9 g) was recrystallized from hexane (300 mL) and eth... Starting materials: CCOC(C)=O, O=C(Cl)C(=O)Cl, Nc1cc2c(Cl)n[nH]c2cc1F, ClCCl, Cl, CC1=C(C(=O)O)C(c2ccc(C(F)(F)F)cc2F)CC(=O)N1, CN(C)C=O, c1ccncc1. Product: CC1=C(C(=O)Nc2cc3c(Cl)n[nH]c3cc2F)C(c2ccc(C(F)(F)F)cc2F)CC(=O)N1. RXN SMILES: [CH3:55][CH2:56][O:57][C:58]([CH3:59])=[O:60].[Cl:23][C:24]([C:25]([Cl:26])=[O:27])=[O:28].[Cl:34][c:35]1[n:36][nH:37][c:38]2[cH:39][c:40]([F:45])[c:41]([NH2:44])[cH:42][c:43]12.[Cl:46][CH2:47][Cl:48].[ClH:61].[F:1][c:2]1[c:3]([CH:12]2[C:13]([C:20](=[O:21])[OH:22])=[C:14]([CH3:19])[NH:15][C:16](=[O:18])[CH2:17]2)[cH:4][cH:5][c:6]([C:8]([F:9])([F:10])[F:11])[cH:7]1.[O:29]=[CH:30][N:31]([CH3:32])[CH3:33].[cH:49]1[cH:50][cH:51][n:52][cH:53][cH:54]1>>[F:1][c:2]1[c:3]([CH:12]2[C:13]([C:20](=[O:21])[NH:44][c:41]3[c:40]([F:45])[cH:39][c:38]4[nH:37][n:36][c:35]([Cl:34])[c:43]4[cH:42]3)=[C:14]([CH3:19])[NH:15][C:16](=[O:18])[CH2:17]2)[cH:4][cH:5][c:6]([C:8]([F:9])([F:10])[F:11])[cH:7]1. The reactants are O=C([O-])[O-], CCOC(=O)c1sc(N)nc1-c1cccc(Cl)c1, O=[N+]([O-])c1ccc(OCc2ccccc2)cc1F, CN(C)C=O, [Cs+], [Cs+], O. Product: CCOC(=O)c1sc(Nc2cc(OCc3ccccc3)ccc2[N+](=O)[O-])nc1-c1cccc(Cl)c1. RXN SMILES: [C:42](=[O:43])([O-:44])[O-:45].[CH2:19]([CH3:20])[O:21][C:22](=[O:23])[c:24]1[c:25](-[c:30]2[cH:31][c:32]([Cl:36])[cH:33][cH:34][cH:35]2)[n:26][c:27]([NH2:29])[s:28]1.[CH2:1]([c:2]1[cH:3][cH:4][cH:5][cH:6][cH:7]1)[O:8][c:9]1[cH:10][c:11]([F:18])[c:12]([N+:15](=[O:16])[O-:17])[cH:13][cH:14]1.[CH3:37][N:38]([CH3:39])[CH:40]=[O:41].[Cs+:46].[Cs+:47].[OH2:48]>>[CH2:1]([c:2]1[cH:3][cH:4][cH:5][cH:6][cH:7]1)[O:8][c:9]1[cH:10][c:11]([NH:29][c:27]2[n:26][c:25](-[c:30]3[cH:31][c:32]([Cl:36])[cH:33][cH:34][cH:35]3)[c:24]([C:22]([O:21][CH2:19][CH3:20])=[O:23])[s:28]2)[c:12]([N+:15](=[O:16])[O-:17])[cH:13][cH:14]1. Reactants: COc1cccc(CC(=O)O)c1, Cl, COc1ccccc1C1(O)CCC(c2ccccc2)(c2ccccc2)C2CNCC21. Yields the product COc1cccc(CC(=O)N2CC3C(C2)C(c2ccccc2)(c2ccccc2)CCC3(O)c2ccccc2OC)c1. As a reaction SMILES: [CH3:32][O:33][c:34]1[cH:35][c:36]([CH2:40][C:41](=[O:42])[OH:43])[cH:37][cH:38][cH:39]1.[ClH:1].[c:2]1([C:8]2([c:26]3[cH:27][cH:28][cH:29][cH:30][cH:31]3)[CH2:9][CH2:10][C:11]([OH:17])([c:18]3[c:19]([O:24][CH3:25])[cH:20][cH:21][cH:22][cH:23]3)[CH:12]3[CH2:13][NH:14][CH2:15][CH:16]23)[cH:3][cH:4][cH:5][cH:6][cH:7]1>>[c:2]1([C:8]2([c:26]3[cH:27][cH:28][cH:29][cH:30][cH:31]3)[CH2:9][CH2:10][C:11]([OH:17])([c:18]3[c:19]([O:24][CH3:25])[cH:20][cH:21][cH:22][cH:23]3)[CH:12]3[CH2:13][N:14]([C:41]([CH2:40][c:36]4[cH:35][c:34]([O:33][CH3:32])[cH:39][cH:38][cH:37]4)=[O:42])[CH2:15][CH:16]23)[cH:3][cH:4][cH:5][cH:6][cH:7]1. Reactants: CC(C)=O, CC(=O)O, [Cl-], C=C(Cl)C#N, Cl, N#[N+]c1cccc([N+](=O)[O-])c1, Nc1cccc([N+](=O)[O-])c1, O. The product is N#CC(Cl)(Cl)Cc1cccc([N+](=O)[O-])c1. Reaction SMILES: [CH3:30][C:31](=[O:32])[CH3:33].[CH3:34][C:35](=[O:36])[OH:37].[Cl-:12].[Cl:24][C:25]([C:26]#[N:27])=[CH2:28].[ClH:11].[N+:13]([c:14]1[cH:15][c:16]([N+:17]#[N:18])[cH:19][cH:20][cH:21]1)([O-:22])=[O:23].[N+:1](=[O:2])([O-:3])[c:4]1[cH:5][c:6]([NH2:7])[cH:8][cH:9][cH:10]1.[OH2:29]>>[N+:1](=[O:2])([O-:3])[c:4]1[cH:5][c:6]([CH2:28][C:25]([Cl:11])([Cl:24])[C:26]#[N:27])[cH:8][cH:9][cH:10]1. Starting materials: N1=CC=C(C=C1)CCC1=CNC2=CC=CC=C12 (3-[2-(4-pyridyl)-ethyl]-indole), O (water), [Na] (sodium), [Na] (sodium). Run in C(CCC)O (n-butanol). Product: N1CC=C(CC1)CCC1=CNC2=CC=CC=C12 (3-[2-(1,2,5,6-tetrahydro-4-pyridyl)-ethyl]-indole). The yield is 24.8%. As a reaction SMILES: [N:1]1[CH:6]=[CH:5][C:4]([CH2:7][CH2:8][C:9]2[C:17]3[C:12](=[CH:13][CH:14]=[CH:15][CH:16]=3)[NH:11][CH:10]=2)=[CH:3][CH:2]=1.[Na].O>C(O)CCC>[NH:1]1[CH2:6][CH2:5][C:4]([CH2:7][CH2:8][C:9]2[C:17]3[C:12](=[CH:13][CH:14]=[CH:15][CH:16]=3)[NH:11][CH:10]=2)=[CH:3][CH2:2]1 |^1:17|. Reported procedure: A solution of 10.3 g of 3-[2-(4-pyridyl)-ethyl]-indole (prepared according to U.S. Pat. No. 3,300,506) in 400 ml n-butanol was heated, under nitrogen, at a temperature of approximately 90° C. Thereafter, 8 g of sodium were added portionwise while agitating magnetically and the temperature was raised to and maintained at about 110° C. until the sodium disappeared. Once the ambient temperature had been restored, the solution was poured into 400 ml water, the organic phase washed with water until i...